Task: describe an organic reaction: reactants, conditions, products, and yield. Dataset: the Open Reaction Database (ORD), a public repository of structured organic reaction records As a reaction SMILES: [BH3:4].[CH3:1][S:2][CH3:3].[CH3:5][Si:6]([CH2:7][CH2:8][CH2:9][C:10](=[O:11])[OH:12])([CH3:13])[CH3:14].[O:15]1[CH2:16][CH2:17][CH2:18][CH2:19]1>>[CH3:5][Si:6]([CH2:7][CH2:8][CH2:9][CH2:10][OH:11])([CH3:13])[CH3:14]. The reactants are B, CSC, C[Si](C)(C)CCCC(=O)O, C1CCOC1. Product: C[Si](C)(C)CCCCO. Starting materials: CC1(C(C2CCC1C2)CCC(CCC2C1CCC(C2(C)C)C1)=O)C (1,5-di-(3,3-dimethylnorborn-2-yl)-3-pentanone), amine, Schiff base, C(C=C)#N (acrylonitrile), Schiff bases, NCCN (1,2-diaminoethane), N[N] (amino nitrogen). Product: CC1(C(C2CCC1C2)CCC(CCC2C1CCC(C2(C)C)C1)NCCNCCCN)C (1-[1,5-di-(3,3-dimethylnorborn-2-yl)-3-pentyl]-1,4,8-triazaoctane). As a reaction SMILES: [NH2:1][CH2:2][CH2:3][NH2:4].[CH3:5][C:6]1([CH3:28])[CH:11]2[CH2:12][CH:8]([CH2:9][CH2:10]2)[CH:7]1[CH2:13][CH2:14][C:15](=O)[CH2:16][CH2:17][CH:18]1[C:23]([CH3:25])([CH3:24])[CH:22]2[CH2:26][CH:19]1[CH2:20][CH2:21]2.N[N].[C:31](#[N:34])[CH:32]=[CH2:33]>>[CH3:5][C:6]1([CH3:28])[CH:11]2[CH2:12][CH:8]([CH2:9][CH2:10]2)[CH:7]1[CH2:13][CH2:14][CH:15]([NH:1][CH2:2][CH2:3][NH:4][CH2:33][CH2:32][CH2:31][NH2:34])[CH2:16][CH2:17][CH:18]1[C:23]([CH3:25])([CH3:24])[CH:22]2[CH2:26][CH:19]1[CH2:20][CH2:21]2 |^3:29|. Procedure: As an alternative to using an unsymmetrical amine V and obtaining a mixture of Schiff bases VI and VI(a) or VI(b), the reaction can be conducted stepwise. For example, 1,2-diaminoethane may be converted to a Schiff base with 1,5-di-(3,3-dimethylnorborn-2-yl)-3-pentanone, catalytically reduced, then the remaining primary amino nitrogen selectively cyanoethylated with acrylonitrile, followed by catalytic hydrogenation to furnish 1-[1,5-di-(3,3-dimethylnorborn-2-yl)-3-pentyl]-1,4,8-triazaoctane.